From a dataset of the Open Reaction Database (ORD), a public repository of structured organic reaction records. describe an organic reaction: reactants, conditions, products, and yield Reactants: BrB(Br)Br, CCOC(C)=O, ClCCl, ClCCl, COc1cc(-c2ccccc2)ccc1C(=O)Nc1cc(C(F)(F)F)cc(C(F)(F)F)c1. Product: O=C(Nc1cc(C(F)(F)F)cc(C(F)(F)F)c1)c1ccc(-c2ccccc2)cc1O. As a reaction SMILES: [B:4]([Br:5])([Br:6])[Br:7].[CH3:42][CH2:43][O:44][C:45](=[O:46])[CH3:47].[Cl:1][CH2:2][Cl:3].[Cl:39][CH2:40][Cl:41].[F:8][C:9]([c:10]1[cH:11][c:12]([NH:20][C:21]([c:22]2[c:23]([O:34][CH3:35])[cH:24][c:25](-[c:28]3[cH:29][cH:30][cH:31][cH:32][cH:33]3)[cH:26][cH:27]2)=[O:36])[cH:13][c:14]([C:16]([F:17])([F:18])[F:19])[cH:15]1)([F:37])[F:38]>>[F:8][C:9]([c:10]1[cH:11][c:12]([NH:20][C:21]([c:22]2[c:23]([OH:34])[cH:24][c:25](-[c:28]3[cH:29][cH:30][cH:31][cH:32][cH:33]3)[cH:26][cH:27]2)=[O:36])[cH:13][c:14]([C:16]([F:17])([F:18])[F:19])[cH:15]1)([F:37])[F:38]. Starting materials: CCOC(=O)c1cc(CBr)nc(OC)c1, C1N2CN3CN1CN(C2)C3, ClC(Cl)Cl. Product: CCOC(=O)c1cc(CN)nc(OC)c1. As a reaction SMILES: [Br:11][CH2:12][c:13]1[cH:14][c:15]([C:16](=[O:17])[O:18][CH2:19][CH3:20])[cH:21][c:22]([O:24][CH3:25])[n:23]1.[CH2:1]1[N:2]2[CH2:9][N:7]3[CH2:6][N:5]([CH2:4][N:3]1[CH2:8]3)[CH2:10]2.[CH:26]([Cl:27])([Cl:28])[Cl:29]>>[NH2:2][CH2:12][c:13]1[cH:14][c:15]([C:16](=[O:17])[O:18][CH2:19][CH3:20])[cH:21][c:22]([O:24][CH3:25])[n:23]1. The reactants are FC1=CC=C(C=C1)C(C(C(=O)OCC)CC1=CC(=CC=C1)OC(C)C)O (ethyl (2RS,3RS)-3-(4-fluorophenyl)-3-hydroxy-2-[3-(isopropyloxy)benzyl]propanoate), [OH-].[Na+] (sodium hydroxide), Cl (hydrochloric acid). Solvent: CO (methanol). Reaction conditions: time 3 hour. The product is FC1=CC=C(C=C1)C(C(C(=O)O)CC1=CC(=CC=C1)OC(C)C)O ((2RS,3RS)-3-(4-fluorophenyl)-3-hydroxy-2-[3-(isopropyloxy)benzyl]propanoic acid). RXN SMILES: [F:1][C:2]1[CH:7]=[CH:6][C:5]([CH:8]([OH:26])[CH:9]([CH2:15][C:16]2[CH:21]=[CH:20][CH:19]=[C:18]([O:22][CH:23]([CH3:25])[CH3:24])[CH:17]=2)[C:10]([O:12]CC)=[O:11])=[CH:4][CH:3]=1.[OH-].[Na+].Cl>CO>[F:1][C:2]1[CH:3]=[CH:4][C:5]([CH:8]([OH:26])[CH:9]([CH2:15][C:16]2[CH:21]=[CH:20][CH:19]=[C:18]([O:22][CH:23]([CH3:24])[CH3:25])[CH:17]=2)[C:10]([OH:12])=[O:11])=[CH:6][CH:7]=1 |f:1.2|. Procedure: To a solution-of ethyl (2RS,3RS)-3-(4-fluorophenyl)-3-hydroxy-2-[3-(isopropyloxy)benzyl]propanoate (9.8 g, 27.2 mmol) in methanol (50 ml) was added 2N aqueous sodium hydroxide solution (27.2 ml, 54.4 mmol), and the mixture was stirred at room temperature for 3 hrs. The reaction solution was acidified with 6N hydrochloric acid (100 ml). The mixture was extracted with ethyl acetate (200, 100 ml). The extract was washed with water, dried over anhydrous magnesium sulfate, and evaporated under reduce... Reaction conditions: time 4 hour. Procedure details: 4.08 g of N-(3-pyridylmethyl)trifluoroacetic acid amide was dissolved in 40 ml dimethylformamide, and then stirred with 880 mg of 60% sodium hydride on ice for 15 minutes. 1.47 ml methyl iodide was added to the reaction mixture on ice, followed by stirring at room temperature for 4 hours. After addition of water, the reaction mixture was extracted with ethyl acetate, washed with water, and then dried over magnesium sulfate. The solvent was evaporated under reduced pressure to give a residue, whi... The reactants are O (water), N1=CC(=CC=C1)CNC(C(F)(F)F)=O (N-(3-pyridylmethyl)trifluoroacetic acid amide), CI (methyl iodide), [H-].[Na+] (sodium hydride). Isolated yield 85.0%. Product: CN(C(C(F)(F)F)=O)CC=1C=NC=CC1 (N-methyl-N-(3-pyridylmethyl)trifluoroacetic acid amide). Run in CN(C=O)C (dimethylformamide). RXN SMILES: [N:1]1[CH:6]=[CH:5][CH:4]=[C:3]([CH2:7][NH:8][C:9](=[O:14])[C:10]([F:13])([F:12])[F:11])[CH:2]=1.[H-].[Na+].[CH3:17]I.O>CN(C)C=O>[CH3:17][N:8]([CH2:7][C:3]1[CH:2]=[N:1][CH:6]=[CH:5][CH:4]=1)[C:9](=[O:14])[C:10]([F:12])([F:13])[F:11] |f:1.2|. Starting materials: P(=O)(O)(O)CNCC(=O)O (N-phosphonomethylglycine), C1C(CC)O1 (1,2-butylene oxide), C1C(CC)O1 (1,2-butylene oxide), [OH-].[Na+] (sodium hydroxide). The solvent is O (water). Reaction conditions: time 8 hour. The product is C(C)C1OC(CN(C1)CP(=O)(O)O)=O (6-ethyl-4-phosphonomethyl-2-morpholinone). As a reaction SMILES: [P:1]([CH2:5][NH:6][CH2:7][C:8]([OH:10])=[O:9])([OH:4])([OH:3])=[O:2].[OH-].[Na+].[CH2:13]1O[CH:14]1[CH2:15][CH3:16]>O>[CH2:14]([CH:15]1[CH2:16][N:6]([CH2:5][P:1]([OH:4])([OH:3])=[O:2])[CH2:7][C:8](=[O:10])[O:9]1)[CH3:13] |f:1.2|. Reported procedure: To a solution of N-phosphonomethylglycine (8.5 grams, 0.05 mole) in 30 ml. of water is added 50% aqueous sodium hydroxide (8.0 grams). The solution is cooled, and 1,2-butylene oxide (3.6 grams, 0.05 mole) is added, after which the solution is rotated overnight on a polymer wheel. Additional amounts of 1,2-butylene oxide are added to complete the reaction, and any unreacted butylene oxide is then extracted with ethyl ether and benzene. A portion of the reaction product is diluted with water and p...